This data is from the Open Reaction Database (ORD), a public repository of structured organic reaction records. The task is: describe an organic reaction: reactants, conditions, products, and yield Reaction SMILES: Cl[C:2]1[C:11]2[C:6](=[CH:7][C:8]([O:12][CH3:13])=[CH:9][CH:10]=2)[C:5]([C:14]2[CH:19]=[CH:18][CH:17]=[C:16]([F:20])[CH:15]=2)=[C:4]([C:21]#[N:22])[N:3]=1.[OH:23][CH2:24][CH:25]([NH2:28])[CH2:26][OH:27]>C(O)(C)C>[F:20][C:16]1[CH:15]=[C:14]([C:5]2[C:6]3[C:11](=[CH:10][CH:9]=[C:8]([O:12][CH3:13])[CH:7]=3)[C:2]([NH:28][CH:25]([CH2:26][OH:27])[CH2:24][OH:23])=[N:3][C:4]=2[C:21]#[N:22])[CH:19]=[CH:18][CH:17]=1. The solvent is C(C)(C)O (isopropanol). The product is FC=1C=C(C=CC1)C1=C(N=C(C2=CC=C(C=C12)OC)NC(CO)CO)C#N (4-(3-fluorophenyl)-1-{[2-hydroxy-1-(hydroxymethyl)ethyl]amino}-6-methoxyisoquinoline-3-carbonitrile). Reactants: ClC1=NC(=C(C2=CC(=CC=C12)OC)C1=CC(=CC=C1)F)C#N (1-chloro-4-(3-fluorophenyl)-6-methoxyisoquinoline-3-carbonitrile), OCC(CO)N ([2-hydroxy-1-(hydroxymethyl)ethyl]amine). Procedure details: A suspension of 1-chloro-4-(3-fluorophenyl)-6-methoxyisoquinoline-3-carbonitrile (50 mg) and [2-hydroxy-1-(hydroxymethyl)ethyl]amine (146 mg) in 2 mL isopropanol was heated at 160 C in a microwave reactor for 8 h. The reaction was concentrated and purified by flash chromatography (0% to 5% MeOH in EtOAc) to give a white solid. The reactants are ClC1=NOC(=N1)C1CN(CC(C1)C1=CC=C(C=C1)C(F)(F)F)C(=O)N1CCOCC1 ({3-(3-Chloro-1,2,4-oxadiazol-5-yl)-5-[4-(trifluoromethyl)phenyl]piperidin-1-yl}(morpholin-4-yl)methanone), COCCN (2-methoxyethylamine), COCCN (2-methoxyethylamine). The solvent is C(C)O (ethanol). Reaction conditions: time 3 hour. Yields the product COCCNC1=NOC(=N1)C1CN(CC(C1)C1=CC=C(C=C1)C(F)(F)F)C(=O)N1CCOCC1 ((3-{3-[(2-Methoxyethyl)amino]-1,2,4-oxadiazol-5-yl}-5-[4-(trifluoromethyl)phenyl]piperidin-1-yl)(morpholin-4-yl)methanone). As a reaction SMILES: Cl[C:2]1[N:6]=[C:5]([CH:7]2[CH2:12][CH:11]([C:13]3[CH:18]=[CH:17][C:16]([C:19]([F:22])([F:21])[F:20])=[CH:15][CH:14]=3)[CH2:10][N:9]([C:23]([N:25]3[CH2:30][CH2:29][O:28][CH2:27][CH2:26]3)=[O:24])[CH2:8]2)[O:4][N:3]=1.[CH3:31][O:32][CH2:33][CH2:34][NH2:35]>C(O)C>[CH3:31][O:32][CH2:33][CH2:34][NH:35][C:2]1[N:6]=[C:5]([CH:7]2[CH2:12][CH:11]([C:13]3[CH:18]=[CH:17][C:16]([C:19]([F:22])([F:21])[F:20])=[CH:15][CH:14]=3)[CH2:10][N:9]([C:23]([N:25]3[CH2:30][CH2:29][O:28][CH2:27][CH2:26]3)=[O:24])[CH2:8]2)[O:4][N:3]=1. Reported procedure: To a solution of 100 mg (0.225 mmol) of the oxadiazole from Example 23A in 3.0 ml of ethanol were added 25.6 mg (0.337 mmol) of 2-methoxyethylamine, and then the reaction mixture was stirred at 60 for 3 h. Another 51.2 mg (0.674 mmol) of 2-methoxyethylamine were added, and the mixture was stirred at 60° C. for a further 12 h. This was followed by stirring in the microwave at 80° C. for a further 24 h and then at 120° C. for 45 min. The solvent was removed under reduced pressure and the crude pro... Starting materials: O=C(O)c1cccnc1Br, CO, CCOCC, CCOC(=O)N=NC(=O)OCC, c1ccc(P(c2ccccc2)c2ccccc2)cc1. The product is COC(=O)c1cccnc1Br. As a reaction SMILES: [Br:1][c:2]1[c:3]([C:4](=[O:5])[OH:6])[cH:7][cH:8][cH:9][n:10]1.[CH3:11][OH:12].[CH3:44][CH2:45][O:46][CH2:47][CH3:48].[O:13]=[C:14]([O:15][CH2:16][CH3:17])[N:18]=[N:19][C:20]([O:21][CH2:22][CH3:23])=[O:24].[c:25]1([P:26]([c:27]2[cH:28][cH:29][cH:30][cH:31][cH:32]2)[c:33]2[cH:34][cH:35][cH:36][cH:37][cH:38]2)[cH:39][cH:40][cH:41][cH:42][cH:43]1>>[Br:1][c:2]1[c:3]([C:4](=[O:5])[O:6][CH3:14])[cH:7][cH:8][cH:9][n:10]1. Starting materials: Cl (hydrochloric acid), OCCN1CCN(CC1)C1=CC(=NC(=N1)C)NC=1SC(=CN1)C(=O)OC (methyl 2-(6-(4-(2-hydroxyethyl)piperazin-1-yl)-2-methylpyrimidin-4-ylamino)thiazole-5-formate), OCCN1CCN(CC1)C1=CC(=NC(=N1)C)NC=1SC(=CN1)C(=O)OC (methyl 2-(6-(4-(2-hydroxyethyl)piperazin-1-yl)-2-methylpyrimidin-4-ylamino)thiazole-5-formate), [OH-].[Na+] (NaOH). Solvent: O (water). Product: OCCN1CCN(CC1)C1=CC(=NC(=N1)C)NC=1SC(=CN1)C(=O)O (2-(6-(4-(2-hydroxylethyl)piperazin-1-yl)-2-methylpyrimidin-4-ylamino)thiazole-5-formic acid). Yield: 81.2%. Reaction SMILES: [OH-].[Na+].[OH:3][CH2:4][CH2:5][N:6]1[CH2:11][CH2:10][N:9]([C:12]2[N:17]=[C:16]([CH3:18])[N:15]=[C:14]([NH:19][C:20]3[S:21][C:22]([C:25]([O:27]C)=[O:26])=[CH:23][N:24]=3)[CH:13]=2)[CH2:8][CH2:7]1.Cl>O>[OH:3][CH2:4][CH2:5][N:6]1[CH2:11][CH2:10][N:9]([C:12]2[N:17]=[C:16]([CH3:18])[N:15]=[C:14]([NH:19][C:20]3[S:21][C:22]([C:25]([OH:27])=[O:26])=[CH:23][N:24]=3)[CH:13]=2)[CH2:8][CH2:7]1 |f:0.1|. Procedure: NaOH (8.0 g, 0.2 mol) was added in a reaction flask with water (190 mL) and dissolved by stirring. Then methyl 2-(6-(4-(2-hydroxyethyl)piperazin-1-yl)-2-methylpyrimidin-4-ylamino)thiazole-5-formate (Compound 6) (37.8 g, 0.1 mol) was added and stirred for reaction at room temperature overnight. The pH value of the reactant was adjusted to 6-6.5 with hydrochloric acid (6 mol/L) when the temperature is controlled between 20° C. and 25° C., and the crystal was grown by heat preservation for 2 h, and... Reactants: Cc1nc2ccccc2cc1C(=O)O, [K+], [Na], [Ni], [O-][O-], [OH-], [OH-]. Yields the product O=C(O)c1cc2ccccc2nc1C(=O)O. RXN SMILES: [CH3:5][c:6]1[n:7][c:8]2[cH:9][cH:10][cH:11][cH:12][c:13]2[cH:14][c:15]1[C:16](=[O:17])[OH:18].[K+:4].[Na:2].[Ni:19].[O-:20][O-:21].[OH-:1].[OH-:3]>>[O:1]=[C:5]([OH:3])[c:6]1[n:7][c:8]2[cH:9][cH:10][cH:11][cH:12][c:13]2[cH:14][c:15]1[C:16](=[O:17])[OH:18]. The reactants are C(C1=CC=CC=C1)N1CC=2C=CC(=NC2CC1)Cl (6-benzyl-2-chloro-5,6,7,8-tetrahydro[1,6]naphthyridine), C(C)(C)(C)OC(C=C)=O (tert-butylacrylate), C(C)(C)(C)P(C(C)(C)C)C(C)(C)C (Tri-tert-butylphosphine). The reagents and catalysts are C=1C=CC(=CC1)/C=C/C(=O)/C=C/C2=CC=CC=C2.C=1C=CC(=CC1)/C=C/C(=O)/C=C/C2=CC=CC=C2.C=1C=CC(=CC1)/C=C/C(=O)/C=C/C2=CC=CC=C2.[Pd].[Pd] (tris(dibenzylideneacetone)dipalladium). The solvent is C(C)N(CC)CC (triethylamine), O1CCOCC1 (1,4-dioxane). Conditions: time 30 minute. Yields the product C(C1=CC=CC=C1)N1CC=2C=CC(=NC2CC1)/C=C/C(=O)OC(C)(C)C (tert-Butyl (2E)-3-(6-benzyl-5,6,7,8-tetrahydro[1,6]naphthyridin-2-yl)-2-propenoate). Yield: 97.4%. As a reaction SMILES: C(P(C(C)(C)C)C(C)(C)C)(C)(C)C.[CH2:14]([N:21]1[CH2:30][CH2:29][C:28]2[N:27]=[C:26](Cl)[CH:25]=[CH:24][C:23]=2[CH2:22]1)[C:15]1[CH:20]=[CH:19][CH:18]=[CH:17][CH:16]=1.[C:32]([O:36][C:37](=[O:40])[CH:38]=[CH2:39])([CH3:35])([CH3:34])[CH3:33]>O1CCOCC1.C(N(CC)CC)C.C1C=CC(/C=C/C(/C=C/C2C=CC=CC=2)=O)=CC=1.C1C=CC(/C=C/C(/C=C/C2C=CC=CC=2)=O)=CC=1.C1C=CC(/C=C/C(/C=C/C2C=CC=CC=2)=O)=CC=1.[Pd].[Pd]>[CH2:14]([N:21]1[CH2:30][CH2:29][C:28]2[N:27]=[C:26](/[CH:39]=[CH:38]/[C:37]([O:36][C:32]([CH3:35])([CH3:34])[CH3:33])=[O:40])[CH:25]=[CH:24][C:23]=2[CH2:22]1)[C:15]1[CH:20]=[CH:19][CH:18]=[CH:17][CH:16]=1 |f:5.6.7.8.9|. Reported procedure: Tri-tert-butylphosphine (3.0 g, 15.28 mmol) was added to a solution of tris(dibenzylideneacetone)dipalladium (4.2 g, 4.63 mmol) in 1,4-dioxane (45 ml), under argon, and the solution stirred for 30 minutes at room temperature. This solution was then added to a mixture of 6-benzyl-2-chloro-5,6,7,8-tetrahydro[1,6]naphthyridine (WO 9830560 Example 33b) (12 g, 46.3 mmol) and tert-butylacrylate (20.3 ml, 139 mmol) in triethylamine (45 ml), and the reaction was stirred under reflux for 17 hours. The co...